The task is: describe an organic reaction: reactants, conditions, products, and yield. This data is from the Open Reaction Database (ORD), a public repository of structured organic reaction records. Product: C1(=CC=CC=C1)C1=C(C(NC2=CC=C(C=C12)C(F)(F)F)=O)C1=NN=NN1 (4-Phenyl-3-(1H-tetrazol-5-yl)-6-trifluoromethyl-1H-quinolin-2-one). The yield is 94.1%. Procedure details: (2-Amino-5-(trifluoromethyl)phenyl)(phenyl)methanone (300 mg, 1.13 mmol) and 2-(1H-tetrazol-5-yl)acetic acid (145 mg, 1.13 mmol) were suspended in ethyl acetate (10 ml). Then 1-propanephosphonic acid cyclic anhydride (2.02 g, 1.89 ml, 50% solution in EtOAc, 3.18 mmol) was added and the mixture was heated to 50° C. overnight. Then water was added at room temperature and the resulting precipitate was filtered, washed with water and heptane and dried at 50° C. and 15 mbar to afford the title compou... Conditions: temperature 50 celsius. The solvent is C(C)(=O)OCC (ethyl acetate). Reaction SMILES: [NH2:1][C:2]1[CH:7]=[CH:6][C:5]([C:8]([F:11])([F:10])[F:9])=[CH:4][C:3]=1[C:12]([C:14]1[CH:19]=[CH:18][CH:17]=[CH:16][CH:15]=1)=O.[NH:20]1[C:24]([CH2:25][C:26](O)=[O:27])=[N:23][N:22]=[N:21]1.CCCP1(OP(CCC)(=O)OP(CCC)(=O)O1)=O.O>C(OCC)(=O)C>[C:14]1([C:12]2[C:3]3[C:2](=[CH:7][CH:6]=[C:5]([C:8]([F:11])([F:10])[F:9])[CH:4]=3)[NH:1][C:26](=[O:27])[C:25]=2[C:24]2[NH:23][N:22]=[N:21][N:20]=2)[CH:19]=[CH:18][CH:17]=[CH:16][CH:15]=1. The reactants are NC1=C(C=C(C=C1)C(F)(F)F)C(=O)C1=CC=CC=C1 ((2-Amino-5-(trifluoromethyl)phenyl)(phenyl)methanone), O (water), N1N=NN=C1CC(=O)O (2-(1H-tetrazol-5-yl)acetic acid), CCCP1(=O)OP(=O)(OP(=O)(O1)CCC)CCC (1-propanephosphonic acid cyclic anhydride). The product is Cc1cc(C2=NNC(=O)CC2)ccc1OCCNCC(O)COc1ccc(COCCOC(C)C)cc1. The reactants are CC(C)OCCOCc1ccc(OCC2CO2)cc1, Cc1cc(C2=NNC(=O)CC2)ccc1OCCN. Reaction SMILES: [CH:1]([CH3:2])([CH3:3])[O:4][CH2:5][CH2:6][O:7][CH2:8][c:9]1[cH:10][cH:11][c:12]([O:13][CH2:14][CH:15]2[CH2:16][O:17]2)[cH:18][cH:19]1.[NH2:20][CH2:21][CH2:22][O:23][c:24]1[c:25]([CH3:37])[cH:26][c:27]([C:30]2=[N:35][NH:34][C:33](=[O:36])[CH2:32][CH2:31]2)[cH:28][cH:29]1>>[CH:1]([CH3:2])([CH3:3])[O:4][CH2:5][CH2:6][O:7][CH2:8][c:9]1[cH:10][cH:11][c:12]([O:13][CH2:14][CH:15]([CH2:16][NH:20][CH2:21][CH2:22][O:23][c:24]2[c:25]([CH3:37])[cH:26][c:27]([C:30]3=[N:35][NH:34][C:33](=[O:36])[CH2:32][CH2:31]3)[cH:28][cH:29]2)[OH:17])[cH:18][cH:19]1. The reactants are [BH4-], C1CCOC1, CO, [Na+], CCOC(=O)CCc1nc(-c2ccccc2)co1. Yields the product OCCCc1nc(-c2ccccc2)co1. As a reaction SMILES: [BH4-:19].[CH2:23]1[O:24][CH2:25][CH2:26][CH2:27]1.[CH3:21][OH:22].[Na+:20].[c:1]1(-[c:7]2[n:8][c:9]([CH2:12][CH2:13][C:14](=[O:15])[O:16][CH2:17][CH3:18])[o:10][cH:11]2)[cH:2][cH:3][cH:4][cH:5][cH:6]1>>[c:1]1(-[c:7]2[n:8][c:9]([CH2:12][CH2:13][CH2:14][OH:15])[o:10][cH:11]2)[cH:2][cH:3][cH:4][cH:5][cH:6]1. RXN SMILES: [CH3:17][CH:18]1[CH:19]([C:21](=[O:22])[O:23][CH2:24][c:25]2[cH:26][cH:27][cH:28][cH:29][cH:30]2)[CH2:20]1.[CH3:31][C:32]([CH3:33])([O-:34])[CH3:35].[F:1][C:2]([CH3:3])([F:4])[c:5]1[cH:6][cH:7][c:8](-[c:11]2[n:12][s:13][c:14]([NH2:16])[cH:15]2)[cH:9][cH:10]1.[K+:36].[Na+:41].[O-:37][C:38]([OH:39])=[O:40]>>[F:1][C:2]([CH3:3])([F:4])[c:5]1[cH:6][cH:7][c:8](-[c:11]2[n:12][s:13][c:14]([NH:16][C:21]([CH:19]3[CH:18]([CH3:17])[CH2:20]3)=[O:22])[cH:15]2)[cH:9][cH:10]1. The product is CC1CC1C(=O)Nc1cc(-c2ccc(C(C)(F)F)cc2)ns1. Starting materials: CC1CC1C(=O)OCc1ccccc1, CC(C)(C)[O-], CC(F)(F)c1ccc(-c2cc(N)sn2)cc1, [K+], [Na+], O=C([O-])O. The reactants are BrC=1C=C2C(=C(C=NC2=CC1)C(=O)C1CC1)Cl ((6-bromo-4-chloroquinolin-3-yl)(cyclopropyl)methanone), NC=1C=CC(=NC1)N1C[C@H](CCC1)NC(OC(C)(C)C)=O ((S)-tert-butyl 1-(5-aminopyridin-2-yl)piperidin-3-ylcarbamate). Product: BrC=1C=C2C(=C(C=NC2=CC1)C(=O)C1CC1)NC=1C=CC(=NC1)N1C[C@H](CCC1)NC(OC(C)(C)C)=O ((S)-tert-butyl 1-(5-(6-bromo-3-(cyclopropanecarbonyl)quinolin-4-ylamino)pyridin-2-yl)piperidin-3-ylcarbamate). The yield is 93.0%. As a reaction SMILES: [Br:1][C:2]1[CH:3]=[C:4]2[C:9](=[CH:10][CH:11]=1)[N:8]=[CH:7][C:6]([C:12]([CH:14]1[CH2:16][CH2:15]1)=[O:13])=[C:5]2Cl.[NH2:18][C:19]1[CH:20]=[CH:21][C:22]([N:25]2[CH2:30][CH2:29][CH2:28][C@H:27]([NH:31][C:32](=[O:38])[O:33][C:34]([CH3:37])([CH3:36])[CH3:35])[CH2:26]2)=[N:23][CH:24]=1>>[Br:1][C:2]1[CH:3]=[C:4]2[C:9](=[CH:10][CH:11]=1)[N:8]=[CH:7][C:6]([C:12]([CH:14]1[CH2:16][CH2:15]1)=[O:13])=[C:5]2[NH:18][C:19]1[CH:20]=[CH:21][C:22]([N:25]2[CH2:30][CH2:29][CH2:28][C@H:27]([NH:31][C:32](=[O:38])[O:33][C:34]([CH3:36])([CH3:35])[CH3:37])[CH2:26]2)=[N:23][CH:24]=1. Procedure: Following General procedure C, (6-bromo-4-chloroquinolin-3-yl)(cyclopropyl)methanone (311 mg, 1 mmol) was reacted with (S)-tert-butyl 1-(5-aminopyridin-2-yl)piperidin-3-ylcarbamate (439 mg, 1.5 mmol) to afford the desired product (527 mg, 93%) as a yellow solid: ESI MS m/z 566 [C28H32BrN5O3+H]+. Starting materials: OC1=C(C=C(C(=O)O)C=C1C(C)(C)C)C(C)(C)C (4-hydroxy-3,5-di(tert.-butyl)benzoic acid), NC1=C(C=CC(=C1)[N+](=O)[O-])O (2-amino-4-nitrophenol). Yields the product NC=1C=CC(=C(C1)NC(C1=CC(=C(C(=C1)C(C)(C)C)O)C(C)(C)C)=O)O (N-(5-amino-2-hydroxyphenyl)-4-hydroxy-3,5-di(tert.-butyl)benzamide). As a reaction SMILES: [OH:1][C:2]1[C:10]([C:11]([CH3:14])([CH3:13])[CH3:12])=[CH:9][C:5]([C:6](O)=[O:7])=[CH:4][C:3]=1[C:15]([CH3:18])([CH3:17])[CH3:16].[NH2:19][C:20]1[CH:25]=[C:24]([N+:26]([O-])=O)[CH:23]=[CH:22][C:21]=1[OH:29]>>[NH2:26][C:24]1[CH:23]=[CH:22][C:21]([OH:29])=[C:20]([NH:19][C:6](=[O:7])[C:5]2[CH:4]=[C:3]([C:15]([CH3:16])([CH3:18])[CH3:17])[C:2]([OH:1])=[C:10]([C:11]([CH3:12])([CH3:14])[CH3:13])[CH:9]=2)[CH:25]=1. Procedure details: 4-hydroxy-3,5-di(tert.-butyl)benzoic acid and 2-amino-4-nitrophenol are treated in the same manner as described in Preparation 5-(1) and Preparation 1-(2) to give N-(5-amino-2-hydroxyphenyl)-4-hydroxy-3,5-di(tert.-butyl)benzamide are obtained. The reactants are C(C)(C)(C)OC(CC1CCN(CC1)C(C(C(NC(C1=CC=C(C=C1)C(N)=N)=O)C=CC1=CC=CC=C1)(C)C)=O)=O (N-4-Amidinobenzoyl-β-styryl-α,α-dimethyl-β-alanyl-4-piperidineacetic acid t-butyl ester). Run in C(=O)(C(F)(F)F)O (TFA), O (water). Conditions: time 3 hour. Product: C(N)(=N)C1=CC=C(C(=O)NC(C(C(=O)N2CCC(CC2)CC(=O)O)(C)C)C=CC2=CC=CC=C2)C=C1 (N-(N-4-amidinobenzoyl-β-styryl-α,α-dimethyl-β-alanyl)-4-piperidineacetic acid). Yield: 26.7%. Reaction SMILES: C([O:5][C:6](=[O:40])[CH2:7][CH:8]1[CH2:13][CH2:12][N:11]([C:14](=[O:39])[C:15]([CH3:38])([CH3:37])[CH:16]([CH:29]=[CH:30][C:31]2[CH:36]=[CH:35][CH:34]=[CH:33][CH:32]=2)[NH:17][C:18](=[O:28])[C:19]2[CH:24]=[CH:23][C:22]([C:25](=[NH:27])[NH2:26])=[CH:21][CH:20]=2)[CH2:10][CH2:9]1)(C)(C)C>C(O)(C(F)(F)F)=O.O>[C:25]([C:22]1[CH:21]=[CH:20][C:19]([C:18]([NH:17][CH:16]([CH:29]=[CH:30][C:31]2[CH:32]=[CH:33][CH:34]=[CH:35][CH:36]=2)[C:15]([CH3:37])([CH3:38])[C:14]([N:11]2[CH2:10][CH2:9][CH:8]([CH2:7][C:6]([OH:40])=[O:5])[CH2:13][CH2:12]2)=[O:39])=[O:28])=[CH:24][CH:23]=1)(=[NH:26])[NH2:27]. Procedure: N-4-Amidinobenzoyl-β-styryl-α,α-dimethyl-β-alanyl-4-piperidineacetic acid t-butyl ester (30 mg, 0.055 mmol) was dissolved in a mixed solution of TFA (10 ml) and water (0.5 ml). The resulting solution was stirred at room temperature for 3 hours. After the TFA was distilled off at room temperature, the residue was purified by the same method as in Example 2-(6-4) to yield N-(N-4-amidinobenzoyl-β-styryl-α,α-dimethyl-β-alanyl)-4-piperidineacetic acid (7.2 mg, 26.7%). Starting materials: ClC1=NC2=CC(=C(C=C2C(=C1C(=O)OCC)CC)OC)F (ethyl 2-chloro-4-ethyl-7-fluoro-6-methoxy-3-quinolinecarboxylate), [H-].C(C(C)C)[Al+]CC(C)C (diisobutylaluminium hydride), aqueous solution, [C@@H]([C@H](C(=O)[O-])O)(C(=O)[O-])O.[Na+].[K+] (Rochelle salt). The solvent is ClCCl (dichloromethane), ClCCl (dichloromethane). Run at temperature 40 celsius. The product is ClC1=NC2=CC(=C(C=C2C(=C1CO)CC)OC)F ((2-chloro-4-ethyl-7-fluoro-6-methoxy-3-quinolinyl)methanol). The yield is 63.6%. RXN SMILES: [Cl:1][C:2]1[C:11]([C:12](OCC)=[O:13])=[C:10]([CH2:17][CH3:18])[C:9]2[C:4](=[CH:5][C:6]([F:21])=[C:7]([O:19][CH3:20])[CH:8]=2)[N:3]=1.[H-].C([Al+]CC(C)C)C(C)C.[C@H](O)(C([O-])=O)[C@@H](O)C([O-])=O.[Na+].[K+]>ClCCl>[Cl:1][C:2]1[C:11]([CH2:12][OH:13])=[C:10]([CH2:17][CH3:18])[C:9]2[C:4](=[CH:5][C:6]([F:21])=[C:7]([O:19][CH3:20])[CH:8]=2)[N:3]=1 |f:1.2,3.4.5|. Procedure details: A solution of ethyl 2-chloro-4-ethyl-7-fluoro-6-methoxy-3-quinolinecarboxylate (10.8 g, 35 mmol) in anhydrous dichloromethane (200 ml) is treated dropwise at ambient temperature under an inert atmosphere with diisobutylaluminium hydride (1M in dichloromethane, 65 ml, 65 mmol), then heated at 40° C. for 4 hours. After cooling down to 0° C., a 20% aqueous solution of Rochelle salt (105 ml) and dichloromethane (200 ml) are added cautiously and the reaction mixture is maintained under agitation for ... Procedure details: A mixture of cis-2-allyl-4-benzyl-6-methylmorpholine (520 m, 2.25 mmol), trifluoroacetic acid (0.5 mL, Aldrich) and 5% palladium on carbon (54 mg, 10% w/w, Aldrich) is sealed in a Parr bottle under 40 PSI of H2, and is shaken for 17 hours. The mixture is filtered and the solvent removed by rotary evaporation yielding cis-2-methyl-6-propylmorpholine trifluoroacetate as a light golden oil. The oil is taken up in CH3CN (8 mL) and treated with N,N-diisopropylethylamine (1.2 mL, 6.9 mmol, Aldrich). 2... Reaction SMILES: [CH2:1]([C@H:4]1[O:9][C@@H:8]([CH3:10])[CH2:7][N:6](CC2C=CC=CC=2)[CH2:5]1)[CH:2]=[CH2:3].[F:18][C:19]([F:24])([F:23])[C:20]([OH:22])=[O:21]>[Pd]>[F:18][C:19]([F:24])([F:23])[C:20]([OH:22])=[O:21].[CH3:10][C@H:8]1[O:9][C@@H:4]([CH2:1][CH2:2][CH3:3])[CH2:5][NH:6][CH2:7]1 |f:3.4|. The reagents and catalysts are [Pd] (palladium on carbon). Reaction conditions: time 17 hour. Yields the product FC(C(=O)O)(F)F.C[C@@H]1CNC[C@@H](O1)CCC (cis-2-methyl-6-propylmorpholine trifluoroacetate). Starting materials: C(C=C)[C@@H]1CN(C[C@@H](O1)C)CC1=CC=CC=C1 (cis-2-allyl-4-benzyl-6-methylmorpholine), FC(C(=O)O)(F)F (trifluoroacetic acid).